This data is from the Open Reaction Database (ORD), a public repository of structured organic reaction records. The task is: describe an organic reaction: reactants, conditions, products, and yield Starting materials: C(C)(C)(C)[C@@H]1CC[C@H](CC1)OC=1C(=C2C=CC(=CC2=CC1)C(CO)(C)[N+](=O)[O-])C(F)(F)F (2-[6-(trans-4-tert-Butyl-cyclohexyloxy)-5-trifluoromethyl-naphthalen-2-yl]-2-nitro-propan-1-ol). Reagents/catalysts: [Zn] (zinc). Solvent: C(C)(=O)O (acetic acid), CO (methanol). Reaction conditions: time 1.5 hour. Yields the product NC(CO)(C)C1=CC2=CC=C(C(=C2C=C1)C(F)(F)F)O[C@@H]1CC[C@H](CC1)C(C)(C)C (2-Amino-2-[6-(trans-4-tert-butyl-cyclohexyloxy)-5-trifluoromethyl-naphthalen-2-yl]-propan-1-ol). The yield is 88.5%. Reaction SMILES: [C:1]([C@H:5]1[CH2:10][CH2:9][C@H:8]([O:11][C:12]2[C:13]([C:29]([F:32])([F:31])[F:30])=[C:14]3[C:19](=[CH:20][CH:21]=2)[CH:18]=[C:17]([C:22]([N+:26]([O-])=O)([CH3:25])[CH2:23][OH:24])[CH:16]=[CH:15]3)[CH2:7][CH2:6]1)([CH3:4])([CH3:3])[CH3:2]>C(O)(=O)C.CO.[Zn]>[NH2:26][C:22]([C:17]1[CH:16]=[CH:15][C:14]2[C:19](=[CH:20][CH:21]=[C:12]([O:11][C@H:8]3[CH2:7][CH2:6][C@H:5]([C:1]([CH3:4])([CH3:3])[CH3:2])[CH2:10][CH2:9]3)[C:13]=2[C:29]([F:31])([F:32])[F:30])[CH:18]=1)([CH3:25])[CH2:23][OH:24]. Reported procedure: 2-[6-(trans-4-tert-Butyl-cyclohexyloxy)-5-trifluoromethyl-naphthalen-2-yl]-2-nitro-propan-1-ol (57 mg, 0.00012 mol) was dissolved in acetic acid (0.50 mL, Fisher), followed by addition of zinc (76 mg, 0.0012 mol, Aldrich) dust in small portions at room temperature. The reaction mixture was then allowed to stir at room temperature for 1.5 hours. The reaction was diluted with methanol, filtered and evaporated. The white solid was taken up in methylene chloride, washed with 1N NaOH, washed with wat... Starting materials: FC=1C=CC(=C(OCCN2C(C=3C(C2=O)=CC=CC3)=O)C1)OC (N-[2-(5-fluoro-2-methoxyphenoxy)ethyl]phthalimide), O.NN (hydrazine hydrate). Solvent: C(C)O (ethanol). The product is FC=1C=CC(=C(OCCN)C1)OC (2-(5-Fluoro-2-methoxyphenoxy)ethylamine). The yield is 64.9%. As a reaction SMILES: [F:1][C:2]1[CH:3]=[CH:4][C:5]([O:22][CH3:23])=[C:6]([CH:21]=1)[O:7][CH2:8][CH2:9][N:10]1C(=O)C2=CC=CC=C2C1=O.O.NN>C(O)C>[F:1][C:2]1[CH:3]=[CH:4][C:5]([O:22][CH3:23])=[C:6]([CH:21]=1)[O:7][CH2:8][CH2:9][NH2:10] |f:1.2|. Reported procedure: A suspension of 10.0 g of N-[2-(5-fluoro-2-methoxyphenoxy)ethyl]phthalimide and 5.14 ml 5.14 ml of hydrazine hydrate in 100 ml of ethanol was heated for 1 hour at 50°-60° C. After cooling, the precipitate was filtered off and the filtrate was evaporated. The residue was diluted with water and extracted with chloroform. The extract was washed with water, dried and evaporated. The residue was distilled to give 3.81 g of the desired compound as a colorless oil, b.p. 126°-127° C. (9 mmHg). Starting materials: BrC1=CC=C(C=C1)NC(CCl)=O (N-(4-bromophenyl)-2-chloroacetamide), C(=O)([O-])[O-].[K+].[K+] (K2CO3), C1(O)=CC=C(O)C=C1 (Hydroquinone). The solvent is CN(C)C=O (DMF). Conditions: temperature 80 celsius, time 6 hour. Product: BrC1=CC=C(C=C1)NC(COC1=CC=C(C=C1)O)=O (N-(4-bromophenyl)-2-(4-hydroxyphenoxy)acetamide). Yield: 15.0%. Reaction SMILES: [Br:1][C:2]1[CH:7]=[CH:6][C:5]([NH:8][C:9](=[O:12])[CH2:10]Cl)=[CH:4][CH:3]=1.C([O-])([O-])=O.[K+].[K+].[C:19]1([CH:26]=[CH:25][C:23]([OH:24])=[CH:22][CH:21]=1)[OH:20]>CN(C=O)C>[Br:1][C:2]1[CH:7]=[CH:6][C:5]([NH:8][C:9](=[O:12])[CH2:10][O:20][C:19]2[CH:26]=[CH:25][C:23]([OH:24])=[CH:22][CH:21]=2)=[CH:4][CH:3]=1 |f:1.2.3|. Reported procedure: A mixture of compound 7a (496 mg, 2 mmol), K2CO3 (553 mg, 4 mmol), and KI (66 mg, 0.4 mmol) in DMF (50 mL) was bubbled with argon for 10 min Hydroquinone (440 mg, 4 mmol) was added to the mixture under argon. The reaction mixture was heated and stirred at 80° C. for 6 hr. After cooling to room temperature, the solvent was evaporated and the residue was quenched with 100 mL water. The mixture was adjusted pH to ˜7 with diluted hydrochloric acid. The mixture was then extracted with EtOAc and the c... The reactants are FC(C(=O)NC1=NN(C(C1)C1=CC=CC=C1)C1=CC=C(C=C1)F)(F)F (2,2,2-Trifluoro-N-[1-(p-fluorophenyl)-5-phenyl-2-pyrazolin-3-yl]acetamide), C(=O)O (formic acid), ClC=1C=C(C=CC1Cl)N1N=C(C(C1)C)NC=O (N-[1-(3,4-Dichlorophenyl)-4-methyl-2-pyrazolin-3-yl]-formamide). Run in O (Water). Conditions: time 2 hour. Yields the product FC1=CC=C(C=C1)N1N=C(CC1C1=CC=CC=C1)NC=O (N-[1-(p-Fluorophenyl)-5-phenyl-2-pyrazolin-3-yl]formamide). RXN SMILES: FC(F)(F)[C:3]([NH:5][C:6]1[CH2:10][CH:9]([C:11]2[CH:16]=[CH:15][CH:14]=[CH:13][CH:12]=2)[N:8]([C:17]2[CH:22]=[CH:21][C:20]([F:23])=[CH:19][CH:18]=2)[N:7]=1)=[O:4].C(O)=O.ClC1C=C(N2CC(C)C(NC=O)=N2)C=CC=1Cl>O>[F:23][C:20]1[CH:19]=[CH:18][C:17]([N:8]2[CH:9]([C:11]3[CH:16]=[CH:15][CH:14]=[CH:13][CH:12]=3)[CH2:10][C:6]([NH:5][CH:3]=[O:4])=[N:7]2)=[CH:22][CH:21]=1. Procedure: A mixture of 5.0 g. of 3-amino-1-(p-fluorophenyl)-5-phenyl-2-pyrazoline (prepared as described in Example 43) and 85.0 ml. of a mixture of formic acid and acetic anhydride (Example 15) is allowed to remain at room temperature for 2 hours. The solvent is evaporated in vacuo to give an oil. Water is added to separate a solid. The solid is dissolved in dichloromethane and is columnized and recrystallized twice as described in Example 26 (A) to give 3.55 g. of the desired product as colorless crysta... Reactants: COC=1C=CC2=C(C1)C(=CC=N2)[C@H]([C@@H]3C[C@@H]4CCN3C[C@@H]4C=C)O (quinine), C(C=1C(C(=O)O)=CC(C(=O)O)=C(C(=O)O)C1)(=O)O (pyromellitic acid), O (H2O), C(C)O (ethanol). The solvent is C(CC)O (n-propanol). Conditions: temperature 80 celsius, time 30 minute. The product is COC=1C=CC2=C(C1)C(=CC=N2)[C@H]([C@@H]3C[C@@H]4CCN3C[C@@H]4C=C)O.C(C=1C(C(=O)[O-])=CC(C(=O)[O-])=C(C(=O)[O-])C1)(=O)[O-] (Quinine pyromellitate). Reaction SMILES: [CH3:1][O:2][C:3]1[CH:4]=[CH:5][C:6]2[N:12]=[CH:11][CH:10]=[C:9]([C@@H:13]([OH:24])[C@H:14]3[N:19]4[CH2:20][C@H:21]([CH:22]=[CH2:23])[C@@H:16]([CH2:17][CH2:18]4)[CH2:15]3)[C:7]=2[CH:8]=1.[C:25]([OH:42])(=[O:41])[C:26]1[C:27](=[CH:31][C:32](=[C:36]([CH:40]=1)[C:37]([OH:39])=[O:38])[C:33]([OH:35])=[O:34])[C:28]([OH:30])=[O:29].O.C(O)C>C(O)CC>[CH3:1][O:2][C:3]1[CH:4]=[CH:5][C:6]2[N:12]=[CH:11][CH:10]=[C:9]([C@@H:13]([OH:24])[C@H:14]3[N:19]4[CH2:20][C@H:21]([CH:22]=[CH2:23])[C@@H:16]([CH2:17][CH2:18]4)[CH2:15]3)[C:7]=2[CH:8]=1.[C:33]([O-:35])(=[O:34])[C:32]1[C:36](=[CH:40][C:26](=[C:27]([CH:31]=1)[C:28]([O-:30])=[O:29])[C:25]([O-:42])=[O:41])[C:37]([O-:39])=[O:38] |f:5.6|. Procedure: Four grams of quinine, 2.6 g. pyromellitic acid and 50.0 g. H2O were combined with stirring and heated to 80° C. 310.0 cc ethanol and 5.0 cc n-propanol were added and the mixture held at 70°-80° C. for about 30 minutes. The reaction product was filtered hot and 3.62 g. of dry cake, M.P. 220° C. (not sharp) was obtained. The reactants are FC1=CC=C(C=C1)C1=C(C(=C2CCCN12)C(=O)OCC)C1=CC=NC=C1 (Ethyl 3-(4-fluorophenyl)-2-(4-pyridyl)-6,7-dihydro-5H-pyrrolizine-1-carboxylate), Al2O3 ethyl acetate n-hexane, C1CCOC1 (THF), Na bismethoxyethoxyaluminum hydride. The solvent is O (H2O). Run at temperature 50 celsius, time 2 hour. Yields the product FC1=CC=C(C=C1)C1=C(C(=C2CCCN12)CO)C1=CC=NC=C1 ([3-(4-Fluorophenyl)-2-(4-pyridyl)-6,7-dihydro-5H-pyrrolizin-1-yl]methanol). RXN SMILES: [F:1][C:2]1[CH:7]=[CH:6][C:5]([C:8]2[N:15]3[C:11]([CH2:12][CH2:13][CH2:14]3)=[C:10]([C:16](OCC)=[O:17])[C:9]=2[C:21]2[CH:26]=[CH:25][N:24]=[CH:23][CH:22]=2)=[CH:4][CH:3]=1.C1COCC1>O>[F:1][C:2]1[CH:7]=[CH:6][C:5]([C:8]2[N:15]3[C:11]([CH2:12][CH2:13][CH2:14]3)=[C:10]([CH2:16][OH:17])[C:9]=2[C:21]2[CH:22]=[CH:23][N:24]=[CH:25][CH:26]=2)=[CH:4][CH:3]=1. Procedure details: Ethyl 3-(4-fluorophenyl)-2-(4-pyridyl)-6,7-dihydro-5H-pyrrolizine-1-carboxylate (example 1A, 4.56 g, 13 mmol) is dissolved in abs. THF (100 ml) under argon and Na bismethoxyethoxyaluminum hydride (VitrideR) is added dropwise through a septum via the cannula of a syringe (20 min). The mixture is stirred at 50° C. for 2 h, whereupon starting material is no longer detectable by tlc (Al2O3—ethyl acetate/n-hexane 3:7), then it is allowed to cool. H2O (25 ml) is cautiously added dropwise to the reacti...